From a dataset of the Open Reaction Database (ORD), a public repository of structured organic reaction records. describe an organic reaction: reactants, conditions, products, and yield Solvent: S(O)(O)(=O)=O (sulfuric acid), C(C)O (ethanol). RXN SMILES: [CH2:1]([N:8]1[C:16]2[C:11](=[CH:12][CH:13]=[CH:14][CH:15]=2)[C:10]2[CH2:17][CH2:18][CH:19]([CH2:21][C:22]3[O:23][CH2:24][C:25](C)(C)N=3)[S:20][C:9]1=2)[C:2]1[CH:7]=[CH:6][CH:5]=[CH:4][CH:3]=1.C(=O)([O-])[OH:30].[Na+]>S(=O)(=O)(O)O.C(O)C>[CH2:1]([N:8]1[C:16]2[C:11](=[CH:12][CH:13]=[CH:14][CH:15]=2)[C:10]2[CH2:17][CH2:18][CH:19]([CH2:21][C:22]([O:23][CH2:24][CH3:25])=[O:30])[S:20][C:9]1=2)[C:2]1[CH:7]=[CH:6][CH:5]=[CH:4][CH:3]=1 |f:1.2|. Yields the product C(C1=CC=CC=C1)N1C2=C(C3=CC=CC=C13)CCC(S2)CC(=O)OCC (Ethyl 2-(9-benzyl-2,3,4,9-tetrahydrothiopyrano[2,3-b]indol-2-yl)acetate). Starting materials: C(C1=CC=CC=C1)N1C2=C(C3=CC=CC=C13)CCC(S2)CC=2OCC(N2)(C)C (2-(9-Benzyl-2,3,4,9-tetrahydrothiopyrano[2,3-b]indol-2-yl)methyl-4,4-dimethyl-2-oxazoline), C(O)([O-])=O.[Na+] (sodium hydrogencarbonate). Procedure: 60 mg of 2-(9-benzyl-2,3,4,9-tetrahydrothiopyrano[2,3-b]indol-2-yl)methyl-4,4-dimethyl-2-oxazoline (prepared as described in Example 81) was dissolved in 5% v/v sulfuric acid in ethanol, and the mixture was refluxed for 6 hours. After this time, the reaction mixture was neutralized by the addition of a saturated aqueous solution of sodium hydrogencarbonate and then extracted with ethyl acetate. The ethyl acetate fraction was then washed with water and dried over anhydrous sodium sulfate. The sol...